This data is from the Open Reaction Database (ORD), a public repository of structured organic reaction records. The task is: describe an organic reaction: reactants, conditions, products, and yield Starting materials: O=[N+]([O-])c1ccc2[nH]cc(CCCBr)c2c1, CC#N, [K+], [K+], O=C([O-])[O-], c1ccc(N2CCNCC2)nc1. Yields the product O=[N+]([O-])c1ccc2[nH]cc(CCCN3CCN(c4ccccn4)CC3)c2c1. Reaction SMILES: [Br:1][CH2:2][CH2:3][CH2:4][c:5]1[cH:6][nH:7][c:8]2[cH:9][cH:10][c:11]([N+:14](=[O:15])[O-:16])[cH:12][c:13]12.[CH3:35][C:36]#[N:37].[K+:29].[K+:30].[O-:31][C:32]([O-:33])=[O:34].[n:17]1[c:18]([N:23]2[CH2:24][CH2:25][NH:26][CH2:27][CH2:28]2)[cH:19][cH:20][cH:21][cH:22]1>>[CH2:2]([CH2:3][CH2:4][c:5]1[cH:6][nH:7][c:8]2[cH:9][cH:10][c:11]([N+:14](=[O:15])[O-:16])[cH:12][c:13]12)[N:26]1[CH2:25][CH2:24][N:23]([c:18]2[n:17][cH:22][cH:21][cH:20][cH:19]2)[CH2:28][CH2:27]1.